From a dataset of the Open Reaction Database (ORD), a public repository of structured organic reaction records. describe an organic reaction: reactants, conditions, products, and yield The reactants are CCN=C=NCCCN(C)C, CN(C)c1ccncc1, ClCCl, Cl, NN=Cc1ccccc1OS(=O)(=O)c1ccc(C(F)(F)F)cc1, O=C(O)Cc1ccc2c(c1)OCO2, CN(C)C=O. Yields the product O=C(Cc1ccc2c(c1)OCO2)NN=Cc1ccccc1OS(=O)(=O)c1ccc(C(F)(F)F)cc1. RXN SMILES: [CH2:38]([N:39]=[C:40]=[N:41][CH2:42][CH2:43][CH2:44][N:45]([CH3:46])[CH3:47])[CH3:48].[CH3:54][N:55]([CH3:56])[c:57]1[cH:58][cH:59][n:60][cH:61][cH:62]1.[Cl:63][CH2:64][Cl:65].[ClH:37].[F:1][C:2]([c:3]1[cH:4][cH:5][c:6]([S:9](=[O:10])(=[O:11])[O:12][c:13]2[c:14]([CH:19]=[N:20][NH2:21])[cH:15][cH:16][cH:17][cH:18]2)[cH:7][cH:8]1)([F:22])[F:23].[O:24]1[CH2:25][O:26][c:27]2[c:28]1[cH:29][cH:30][c:31]([CH2:33][C:34](=[O:35])[OH:36])[cH:32]2.[O:49]=[CH:50][N:51]([CH3:52])[CH3:53]>>[F:1][C:2]([c:3]1[cH:4][cH:5][c:6]([S:9](=[O:10])(=[O:11])[O:12][c:13]2[c:14]([CH:19]=[N:20][NH:21][C:34]([CH2:33][c:31]3[cH:30][cH:29][c:28]4[c:27]([cH:32]3)[O:26][CH2:25][O:24]4)=[O:35])[cH:15][cH:16][cH:17][cH:18]2)[cH:7][cH:8]1)([F:22])[F:23]. The reactants are CN1CCCC1=O, COc1cc2c(Nc3ccc(Sc4nccn4C)c(Cl)c3)c(C#N)cnc2cc1F, C1CCN(C2CCNCC2)C1. Product: COc1cc2c(Nc3ccc(Sc4nccn4C)c(Cl)c3)c(C#N)cnc2cc1N1CCC(N2CCCC2)CC1. RXN SMILES: [CH3:42][N:43]1[CH2:44][CH2:45][CH2:46][C:47]1=[O:48].[Cl:1][c:2]1[cH:3][c:4]([NH:15][c:16]2[c:17]([C:29]#[N:30])[cH:18][n:19][c:20]3[cH:21][c:22]([F:28])[c:23]([O:26][CH3:27])[cH:24][c:25]23)[cH:5][cH:6][c:7]1[S:8][c:9]1[n:10]([CH3:14])[cH:11][cH:12][n:13]1.[N:31]1([CH:36]2[CH2:37][CH2:38][NH:39][CH2:40][CH2:41]2)[CH2:32][CH2:33][CH2:34][CH2:35]1>>[Cl:1][c:2]1[cH:3][c:4]([NH:15][c:16]2[c:17]([C:29]#[N:30])[cH:18][n:19][c:20]3[cH:21][c:22]([N:39]4[CH2:38][CH2:37][CH:36]([N:31]5[CH2:32][CH2:33][CH2:34][CH2:35]5)[CH2:41][CH2:40]4)[c:23]([O:26][CH3:27])[cH:24][c:25]23)[cH:5][cH:6][c:7]1[S:8][c:9]1[n:10]([CH3:14])[cH:11][cH:12][n:13]1. Starting materials: COC1=CC=C(C=C1)S(=O)(=O)NC(C)C1=C(C=CC(=C1)F)C1=C(C=C(C=C1)F)F (4-methoxy-N-[1-(2′,4,4′-trifluoro-1,1′-biphenyl-2-yl)ethyl]benzenesulfonamide), C([O-])([O-])=O.[K+].[K+] (potassium carbonate). The solvent is CN(C=O)C (N,N-dimethylformamide). Run at temperature 100 celsius, time 8 hour. Yields the product FC=1C=CC=2C3=CC=C(C=C3C(N(C2C1)S(=O)(=O)C1=CC=C(C=C1)OC)C)F (3,8-Difluoro-5-[(4-methoxyphenyl)sulfonyl]-6-methyl-5,6-dihydrophenanthridin). The yield is 94.8%. RXN SMILES: [CH3:1][O:2][C:3]1[CH:8]=[CH:7][C:6]([S:9]([NH:12][CH:13]([C:15]2[CH:20]=[C:19]([F:21])[CH:18]=[CH:17][C:16]=2[C:22]2[CH:27]=[CH:26][C:25]([F:28])=[CH:24][C:23]=2F)[CH3:14])(=[O:11])=[O:10])=[CH:5][CH:4]=1.C(=O)([O-])[O-].[K+].[K+]>CN(C)C=O>[F:28][C:25]1[CH:26]=[CH:27][C:22]2[C:16]3[C:15]([CH:13]([CH3:14])[N:12]([S:9]([C:6]4[CH:5]=[CH:4][C:3]([O:2][CH3:1])=[CH:8][CH:7]=4)(=[O:10])=[O:11])[C:23]=2[CH:24]=1)=[CH:20][C:19]([F:21])=[CH:18][CH:17]=3 |f:1.2.3|. Procedure: A stirred suspension of 4-methoxy-N-[1-(2′,4,4′-trifluoro-1,1′-biphenyl-2-yl)ethyl]benzenesulfonamide (0.74 g, 1.74 mmol) and potassium carbonate (0.48 g, 3.50 mmol) in N,N-dimethylformamide (5 mL) was heated for twelve hours at 100° C. The reaction mixture was cooled and poured into distilled water. After stirring overnight at room temperature, a precipitate was filtered and dried under high vacuum. The precipitate was purified by preparative liquid chromatography on a Biotage® 40 Mi column of ... The reactants are C(C1=CC=CC=C1)=O (benzaldehyde), C(C)(=O)N1C(CN(C(C1)=O)C(C)=O)=O (N,N′-diacetyl-2,5-piperazinedione), resultant mixture, C(=O)([O-])[O-].[Cs+].[Cs+] (Cs2CO3). The solvent is CN(C)C=O (DMF). Yields the product C(C)(=O)N1C(/C(/NC(C1)=O)=C/C1=CC=CC=C1)=O (1-Acetyl-3-[(Z)-benzylidene]-2,5-piperazinedione). As a reaction SMILES: [CH:1](=O)[C:2]1[CH:7]=[CH:6][CH:5]=[CH:4][CH:3]=1.[C:9]([N:12]1[CH2:17][C:16](=[O:18])[N:15](C(=O)C)[CH2:14][C:13]1=[O:22])(=[O:11])[CH3:10].C([O-])([O-])=O.[Cs+].[Cs+]>CN(C=O)C>[C:9]([N:12]1[CH2:17][C:16](=[O:18])[NH:15]/[C:14](=[CH:1]\[C:2]2[CH:7]=[CH:6][CH:5]=[CH:4][CH:3]=2)/[C:13]1=[O:22])(=[O:11])[CH3:10] |f:2.3.4|. Procedure: To a solution of benzaldehyde 4 (0.54 g, 5.05. mmol) in DMF (5 mL) was added compound 1 (2.0 g, 10.1 mmol) and the solution was repeatedly evacuated in a short time to remove oxygen and flushed with Ar, followed by the addition of Cs2CO3 (1.65 g, 5.05 mmol) and the evacuation-flushing process was repeated again. The resultant mixture was stirred for 3.5 h at room temperature. After the solvent was removed by evaporation, the residue was dissolved in the mixture of EtOAc and 10% Na2CO3, and the o... The reactants are CC(C)(OC(=O)NC(CC1=C(C=C(C=C1C)O)C)C(=O)N[C@H](C)C(=O)OC)C (N-[(1,1-dimethylethoxy)carbonyl]-2,6dimethyl-DL-tyrosyl-D-alanine, methyl ester). The solvent is C(Cl)(Cl)Cl (CHCl3). Yields the product CC(C)(OC(=O)N[C@@H](CC1=C(C=C(C=C1C)O)C)C(=O)N[C@H](C)C(=O)O)C (N-[(1,1-dimethylethoxy)carbonyl]-2,6-dimethyl-tyrosyl-D-alanine). As a reaction SMILES: [CH3:1][C:2]([CH3:28])([O:4][C:5]([NH:7][CH:8]([C:19]([NH:21][C@@H:22]([C:24]([O:26]C)=[O:25])[CH3:23])=[O:20])[CH2:9][C:10]1[C:15]([CH3:16])=[CH:14][C:13]([OH:17])=[CH:12][C:11]=1[CH3:18])=[O:6])[CH3:3]>C(Cl)(Cl)Cl>[CH3:28][C:2]([CH3:1])([O:4][C:5]([NH:7][C@H:8]([C:19]([NH:21][C@@H:22]([C:24]([OH:26])=[O:25])[CH3:23])=[O:20])[CH2:9][C:10]1[C:15]([CH3:16])=[CH:14][C:13]([OH:17])=[CH:12][C:11]=1[CH3:18])=[O:6])[CH3:3]. Procedure details: The title compound was prepared by the methods of Example 9 using diastereomer F of the title compound of Example 6. [α]D -21.7 (CHCl3) Product: Clc1cc2nc3c(nc2cc1Cl)SCCC3. RXN SMILES: [C:20](=[O:21])([O-:22])[O-:23].[Cl:1][c:2]1[n:3][c:4]2[cH:5][c:6]([Cl:17])[c:7]([Cl:16])[cH:8][c:9]2[n:10][c:11]1[CH2:12][CH2:13][CH2:14][Cl:15].[K+:24].[K+:25].[Na+:19].[O:26]=[CH:27][N:28]([CH3:29])[CH3:30].[SH-:18]>>[c:2]12[n:3][c:4]3[cH:5][c:6]([Cl:17])[c:7]([Cl:16])[cH:8][c:9]3[n:10][c:11]1[CH2:12][CH2:13][CH2:14][S:18]2. Reactants: O=C([O-])[O-], ClCCCc1nc2cc(Cl)c(Cl)cc2nc1Cl, [K+], [K+], [Na+], CN(C)C=O, [SH-]. Yields the product FC=1C=C(C=CC1)S(=O)(=O)NC1=C(C=CC=C1)C1NC2=CC=C(C=C2CC1(C)C)C(=O)O (2-(2-(3-fluorophenylsulfonamido)phenyl)-3,3-dimethyl-1,2,3,4-tetrahydroquinoline-6-carboxylic acid). The reactants are FC=1C=C(C=CC1)S(=O)(=O)NC1=C(C=CC=C1)C1NC2=CC=C(C=C2CC1(C)C)C(=O)OC (methyl 2-(2-(3-fluorophenylsulfonamido)phenyl)-3,3-dimethyl-1,2,3,4-tetrahydroquinoline-6-carboxylate), [OH-].[Na+] (sodium hydroxide). As a reaction SMILES: [F:1][C:2]1[CH:3]=[C:4]([S:8]([NH:11][C:12]2[CH:17]=[CH:16][CH:15]=[CH:14][C:13]=2[CH:18]2[C:27]([CH3:29])([CH3:28])[CH2:26][C:25]3[C:20](=[CH:21][CH:22]=[C:23]([C:30]([O:32]C)=[O:31])[CH:24]=3)[NH:19]2)(=[O:10])=[O:9])[CH:5]=[CH:6][CH:7]=1.[OH-].[Na+]>O1CCCC1.CO>[F:1][C:2]1[CH:3]=[C:4]([S:8]([NH:11][C:12]2[CH:17]=[CH:16][CH:15]=[CH:14][C:13]=2[CH:18]2[C:27]([CH3:28])([CH3:29])[CH2:26][C:25]3[C:20](=[CH:21][CH:22]=[C:23]([C:30]([OH:32])=[O:31])[CH:24]=3)[NH:19]2)(=[O:10])=[O:9])[CH:5]=[CH:6][CH:7]=1 |f:1.2,3.4|. Conditions: time 5 hour. Procedure: To a stirred solution of methyl 2-(2-(3-fluorophenylsulfonamido)phenyl)-3,3-dimethyl-1,2,3,4-tetrahydroquinoline-6-carboxylate (1.99 g, 4.2 mmol, 1.0 eq.) in tetrahydrofuran/methanol (25 mL/25 mL) was added sodium hydroxide (24 mL, 22.63 mmol, 5.4 eq.). The mixture was heated to reflux and stirred for 5 h. LC-MS indicated that 2005467-032-01 was consumed. The mixture was concentrated and the residue was dissolved in water. The aqueous layer was basified to pH=4 by 1M hydrochloric acid. The preci... Run in O1CCCC1.CO (tetrahydrofuran methanol). The yield is 71.1%. Starting materials: C1CCNC1, O=Cc1ccc(-c2cc3c4c(ccn4C(=O)CNC3)c2)cc1, O. The product is O=C1CNCc2cc(-c3ccc(CN4CCCC4)cc3)cc3ccn1c23. As a reaction SMILES: [CH2:23]1[CH2:24][CH2:25][NH:26][CH2:27]1.[O:1]=[C:2]1[CH2:3][NH:4][CH2:5][c:6]2[cH:7][c:8](-[c:15]3[cH:16][cH:17][c:18]([CH:19]=[O:20])[cH:21][cH:22]3)[cH:9][c:10]3[cH:11][cH:12][n:13]1[c:14]23.[OH2:28]>>[O:1]=[C:2]1[CH2:3][NH:4][CH2:5][c:6]2[cH:7][c:8](-[c:15]3[cH:16][cH:17][c:18]([CH2:19][N:26]4[CH2:25][CH2:24][CH2:23][CH2:27]4)[cH:21][cH:22]3)[cH:9][c:10]3[cH:11][cH:12][n:13]1[c:14]23. The reactants are COC(=O)c1cc(Oc2cnc(C(=O)OC(C)(C)C)nc2)c2c(c1)OC(C)(C)C2, ClCCl, O=C(O)C(F)(F)F. Yields the product COC(=O)c1cc(Oc2cnc(C(=O)O)nc2)c2c(c1)OC(C)(C)C2. Reaction SMILES: [C:1]([CH3:2])([CH3:3])([CH3:4])[O:5][C:6](=[O:7])[c:8]1[n:9][cH:10][c:11]([O:14][c:15]2[cH:16][c:17]([C:26](=[O:27])[O:28][CH3:29])[cH:18][c:19]3[c:20]2[CH2:21][C:22]([CH3:24])([CH3:25])[O:23]3)[cH:12][n:13]1.[Cl:30][CH2:31][Cl:32].[F:33][C:34]([F:35])([F:36])[C:37]([OH:38])=[O:39]>>[O:5]=[C:6]([OH:7])[c:8]1[n:9][cH:10][c:11]([O:14][c:15]2[cH:16][c:17]([C:26](=[O:27])[O:28][CH3:29])[cH:18][c:19]3[c:20]2[CH2:21][C:22]([CH3:24])([CH3:25])[O:23]3)[cH:12][n:13]1.